From a dataset of the Open Reaction Database (ORD), a public repository of structured organic reaction records. describe an organic reaction: reactants, conditions, products, and yield Yields the product Nc1ccc(-c2cn(-c3nc(-c4ccc(C(F)(F)F)cc4)cc(C(F)(F)F)n3)cn2)cn1. RXN SMILES: [Br:1][c:2]1[n:3][cH:4][n:5](-[c:7]2[n:8][c:9](-[c:17]3[cH:18][cH:19][c:20]([C:23]([F:24])([F:25])[F:26])[cH:21][cH:22]3)[cH:10][c:11]([C:13]([F:14])([F:15])[F:16])[n:12]2)[cH:6]1.[NH2:27][c:28]1[n:29][cH:30][c:31]([B:34]2[O:35][C:36]([CH3:37])([CH3:38])[C:39]([CH3:40])([CH3:41])[O:42]2)[cH:32][cH:33]1>>[c:2]1(-[c:31]2[cH:30][n:29][c:28]([NH2:27])[cH:33][cH:32]2)[n:3][cH:4][n:5](-[c:7]2[n:8][c:9](-[c:17]3[cH:18][cH:19][c:20]([C:23]([F:24])([F:25])[F:26])[cH:21][cH:22]3)[cH:10][c:11]([C:13]([F:14])([F:15])[F:16])[n:12]2)[cH:6]1. The reactants are FC(F)(F)c1ccc(-c2cc(C(F)(F)F)nc(-n3cnc(Br)c3)n2)cc1, CC1(C)OB(c2ccc(N)nc2)OC1(C)C. The reactants are C(C)(C)(C)OP(=O)(OC(C)(C)C)C(C1=CC=C(CC(N)C(=O)OC)C=C1)(F)F (Methyl 4-[bis(tert-butoxy)phosphoryldifluoromethyl]-D,L-phenylalaninate), [OH-].[Na+] (NaOH), C(CC(O)(C(=O)O)CC(=O)O)(=O)O (citric acid), C1=CC=C2C(=C1)C(C3=CC=CC=C32)COC(=O)ON4C5=CC=CC=C5N=N4 (Fmoc-OBt). Solvent: O1CCOCC1 (dioxane). Run at time 1 hour. The product is C(C)(C)(C)OP(=O)(OC(C)(C)C)C(C1=CC=C(CC(NC(=O)OCC2C3=CC=CC=C3C=3C=CC=CC23)C(=O)O)C=C1)(F)F (4-[Bis(tert-butoxy)phosphoryldifluoromethyl]-N-(fluoren-9-ylmethoxycarbonyl)-D,L-phenylalanine). The yield is 60.0%. Reaction SMILES: [C:1]([O:5][P:6]([C:13]([F:28])([F:27])[C:14]1[CH:26]=[CH:25][C:17]([CH2:18][CH:19]([C:21](OC)=[O:22])[NH2:20])=[CH:16][CH:15]=1)([O:8][C:9]([CH3:12])([CH3:11])[CH3:10])=[O:7])([CH3:4])([CH3:3])[CH3:2].[OH-].[Na+].[CH:31]1[CH:36]=[C:35]2[CH:37]([CH2:44][O:45][C:46](ON3N=NC4C3=CC=CC=4)=[O:47])[C:38]3[C:43]([C:34]2=[CH:33][CH:32]=1)=[CH:42][CH:41]=[CH:40][CH:39]=3.C(O)(=O)CC(CC(O)=O)(C(O)=O)[OH:61]>O1CCOCC1>[C:9]([O:8][P:6]([C:13]([F:28])([F:27])[C:14]1[CH:15]=[CH:16][C:17]([CH2:18][CH:19]([C:21]([OH:61])=[O:22])[NH:20][C:46]([O:45][CH2:44][CH:37]2[C:38]3[CH:39]=[CH:40][CH:41]=[CH:42][C:43]=3[C:34]3[C:35]2=[CH:36][CH:31]=[CH:32][CH:33]=3)=[O:47])=[CH:25][CH:26]=1)([O:5][C:1]([CH3:2])([CH3:4])[CH3:3])=[O:7])([CH3:12])([CH3:10])[CH3:11] |f:1.2|. Reported procedure: To a solution of amino ester 12 (15 mg, 0.036 mmol) in dioxane (0.5 mL) is added 1 N NaOH (0.18 mL) and the reaction is stirred at ambient temperature. After 20 minutes CO2 gas is bubbled into the reaction for 5 minutes, then solid Fmoc-OBt (15 mg, 0.043 mmol) is added and stirring continued for 1 hour. Cold 5% citric acid (10 mL) is added and the mixture is extracted with CHCl' (3×10 mL); the combined extracts are dried (MgSO4) and the solvent evaporated in vacuo to yield crude 14 (13.7 mg, 60%... Solvent: C1CCOC1 (THF), C1CCOC1 (THF). As a reaction SMILES: [Li+].C[Si]([N-][Si](C)(C)C)(C)C.[CH3:11][O:12]/[CH:13]=[CH:14]/[C:15](=[O:17])[CH3:16].[CH3:18][C:19]1([C:22](Cl)=[O:23])[CH2:21][CH2:20]1>C1COCC1>[OH:23]/[C:22](/[C:19]1([CH3:18])[CH2:21][CH2:20]1)=[CH:16]\[C:15](=[O:17])/[CH:14]=[CH:13]/[O:12][CH3:11] |f:0.1|. Run at time 15 minute. Reactants: [Li+].C[Si](C)(C)[N-][Si](C)(C)C (LiHMDS), CO/C=C/C(C)=O (trans-4-methoxy-3-buten-2-one), CC1(CC1)C(=O)Cl (1-methyl-cyclopropanecarbonyl chloride). The product is O\C(=C/C(\C=C\OC)=O)\C1(CC1)C ((1Z,4E)-1-Hydroxy-5-methoxy-1-(1-methyl-cyclopropyl)-penta-1,4-dien-3-one). Procedure: LiHMDS (1M in THF, 845 mmol) was added dropwise to a solution of trans-4-methoxy-3-buten-2-one [51731-17-0] (845 mmol) in THF (2 L) at −78° C. After stirring for 15 min, a solution of 1-methyl-cyclopropanecarbonyl chloride [16480-05-0] (407 mmol) in THF (100 mL) was added. The resulting mixture was allowed to warm to rt over 2.5 h and then quenched by addition of a saturated solution of NH4Cl. The mixture was extracted with Et2O (2×). The combined organic phases were successively washed with a s... Reactants: C(OC(NNC(OC(C)(C)C)=O)=O)(C)(C)C, c1(cncnc1)Br. Reagents/catalysts: c1ccc(cc1)-c2c3ccccc3cc4ccccc24 (9-Phenylanthracene), CCC(C)(C)[O-].[Na+]   (NaOtPn), Xantphos Pd G4. The solvent is C1COCCO1 (Dioxane). Reaction conditions: temperature 110 celsius, time nan hour. The product is CC(C)(C)OC(=O)NN(C(=O)OC(C)(C)C)c1cncnc1. As a reaction SMILES: [CH3:1][C:2]([O:5][C:6]([NH:8][NH:9][C:10]([O:12][C:13]([CH3:16])([CH3:15])[CH3:14])=[O:11])=[O:7])([CH3:4])[CH3:3].Br[c:17]1[cH:22][n:21][cH:20][n:19][cH:18]1>>[CH3:1][C:2]([O:5][C:6]([NH:8][N:9]([c:17]1[cH:22][n:21][cH:20][n:19][cH:18]1)[C:10]([O:12][C:13]([CH3:16])([CH3:15])[CH3:14])=[O:11])=[O:7])([CH3:4])[CH3:3]. The reactants are solution, N (NH3), O[C@H]1C[C@H](CCC1)C#N (cis-3-hydroxy-cyclohexanecarbonitrile). Reagents/catalysts: [Ni] (Raney Nickel). The solvent is CO (MeOH). Run at time 15 hour. Yields the product NC[C@H]1C[C@H](CCC1)O (cis-3-aminomethyl-cyclohexanol). The yield is 77.4%. Reaction SMILES: N.[OH:2][C@@H:3]1[CH2:8][CH2:7][CH2:6][C@H:5]([C:9]#[N:10])[CH2:4]1>CO.[Ni]>[NH2:10][CH2:9][C@@H:5]1[CH2:6][CH2:7][CH2:8][C@H:3]([OH:2])[CH2:4]1. Procedure: To a 2 N solution of NH3 in MeOH (15 mL) in a high pressure Parr bottle was added cis-3-hydroxy-cyclohexanecarbonitrile (0.2 g, 1.6 mmol) and W-7 Raney Nickel (0.35 g, 6.0 mmol). The mixture was placed under 45 psi H2 and shaken for 15 h. The pressure was released and the reaction filtered through a pad of diatomaceous earth. The filter pad was washed with MeOH and the filtrate was concentrated under reduced pressure to provide 0.16 g (64%) of cis-3-aminomethyl-cyclohexanol as a white solid Reactants: CN1CCCC1=O, CCN(C(C)C)C(C)C, CS(=O)(=O)c1ncc2cc(C(=O)Nc3ccccc3Cl)n(-c3ccc(F)cc3)c2n1, Cl, CC(N)C(C)(C)O. Yields the product CC(Nc1ncc2cc(C(=O)Nc3ccccc3Cl)n(-c3ccc(F)cc3)c2n1)C(C)(C)O. As a reaction SMILES: [CH3:48][N:49]1[CH2:50][CH2:51][CH2:52][C:53]1=[O:54].[CH:31]([N:32]([CH:33]([CH3:34])[CH3:35])[CH2:36][CH3:37])([CH3:38])[CH3:39].[Cl:1][c:2]1[c:3]([NH:8][C:9](=[O:10])[c:11]2[cH:12][c:13]3[c:14]([n:15][c:16]([S:19]([CH3:20])(=[O:21])=[O:22])[n:17][cH:18]3)[n:23]2-[c:24]2[cH:25][cH:26][c:27]([F:30])[cH:28][cH:29]2)[cH:4][cH:5][cH:6][cH:7]1.[ClH:40].[NH2:41][CH:42]([C:43]([CH3:44])([OH:45])[CH3:46])[CH3:47]>>[Cl:1][c:2]1[c:3]([NH:8][C:9](=[O:10])[c:11]2[cH:12][c:13]3[c:14]([n:15][c:16]([NH:41][CH:42]([C:43]([CH3:44])([OH:45])[CH3:46])[CH3:47])[n:17][cH:18]3)[n:23]2-[c:24]2[cH:25][cH:26][c:27]([F:30])[cH:28][cH:29]2)[cH:4][cH:5][cH:6][cH:7]1. Starting materials: COC(=O)C1CC(=O)CN1Cc1cccc(Cl)c1, CNCc1cc(C(F)(F)F)cc(C(F)(F)F)c1. The product is COC(=O)C1CC(N(C)Cc2cc(C(F)(F)F)cc(C(F)(F)F)c2)CN1Cc1cccc(Cl)c1. As a reaction SMILES: [CH3:1][O:2][C:3](=[O:4])[CH:5]1[N:6]([CH2:11][c:12]2[cH:13][c:14]([Cl:18])[cH:15][cH:16][cH:17]2)[CH2:7][C:8](=[O:10])[CH2:9]1.[F:19][C:20]([c:21]1[cH:22][c:23]([CH2:24][NH:25][CH3:26])[cH:27][c:28]([C:30]([F:31])([F:32])[F:33])[cH:29]1)([F:34])[F:35]>>[CH3:1][O:2][C:3](=[O:4])[CH:5]1[N:6]([CH2:11][c:12]2[cH:13][c:14]([Cl:18])[cH:15][cH:16][cH:17]2)[CH2:7][CH:8]([N:25]([CH2:24][c:23]2[cH:22][c:21]([C:20]([F:19])([F:34])[F:35])[cH:29][c:28]([C:30]([F:31])([F:32])[F:33])[cH:27]2)[CH3:26])[CH2:9]1. Reactants: C(\C=C\C(=O)O)(=O)O (fumaric acid), ClC1=CC(=C(C#N)C=C1)OC1=CC(=CC=C1)C=O (4-Chloro-2-(3-formyl-phenoxy)-benzonitrile), CN (methylamine), C(#N)[BH3-].[Na+] (sodium cyanoborohydride). Solvent: C(C)(=O)O.CO (acetic acid methanol). Yields the product C(\C=C\C(=O)O)(=O)O.ClC1=CC(=C(C#N)C=C1)OC1=CC(=CC=C1)CNC (4-chloro-2-(3-methylaminomethyl-phenoxy)-benzonitrile fumarate). The yield is 58.4%. As a reaction SMILES: [Cl:1][C:2]1[CH:9]=[CH:8][C:5]([C:6]#[N:7])=[C:4]([O:10][C:11]2[CH:16]=[CH:15][CH:14]=[C:13]([CH:17]=O)[CH:12]=2)[CH:3]=1.CN.[C:21]([BH3-])#[N:22].[Na+].[C:25]([OH:32])(=[O:31])/[CH:26]=[CH:27]/[C:28]([OH:30])=[O:29]>C(O)(=O)C.CO>[C:25]([OH:32])(=[O:31])/[CH:26]=[CH:27]/[C:28]([OH:30])=[O:29].[Cl:1][C:2]1[CH:9]=[CH:8][C:5]([C:6]#[N:7])=[C:4]([O:10][C:11]2[CH:16]=[CH:15][CH:14]=[C:13]([CH2:17][NH:22][CH3:21])[CH:12]=2)[CH:3]=1 |f:2.3,5.6,7.8|. Reported procedure: 4-Chloro-2-(3-formyl-phenoxy)-benzonitrile (0.52 g, 2.02 mmol), methylamine (2M in methanol, 1.0 ml, 2.0 mmol) and sodium cyanoborohydride (0.14 g, 2.2 mmol) were stirred at ambient temperature in a 1% acetic acid/methanol solution (30 ml) for 18 h. The solvent was removed in vacuo. The residue was treated with 10% aqueous sodium carbonate and extracted with ethyl acetate. The ethyl acetate layer was separated and washed with water, brine and dried over MgSO4. After filtration, fumaric acid (0.2... Starting materials: NC12C3C(N(C(C3C(C=C1)CC2)=O)CC2=CC=CC=C2)=O (1-amino-4-benzyl-4-azatricyclo[5.2.2.02,6 ]undec-8-ene-3,5-dione), [H-].[H-].[H-].[H-].[Li+].[Al+3] (LiAlH4), 1-B. The product is NC12C3CN(CC3C(C=C1)CC2)CC2=CC=CC=C2 (1-Amino-4-benzyl-4-azatricyclo[5.2.2.02,6 ]undec-8-ene). As a reaction SMILES: [NH2:1][C:2]12[CH2:12][CH2:11][CH:8]([CH:9]=[CH:10]1)[CH:7]1[CH:3]2[C:4](=O)[N:5]([CH2:14][C:15]2[CH:20]=[CH:19][CH:18]=[CH:17][CH:16]=2)[C:6]1=O.[H-].[H-].[H-].[H-].[Li+].[Al+3]>>[NH2:1][C:2]12[CH2:12][CH2:11][CH:8]([CH:9]=[CH:10]1)[CH:7]1[CH:3]2[CH2:4][N:5]([CH2:14][C:15]2[CH:20]=[CH:19][CH:18]=[CH:17][CH:16]=2)[CH2:6]1 |f:1.2.3.4.5.6|. Reported procedure: 19.3 g (68.2 mmol) of 1-amino-4-benzyl-4-azatricyclo[5.2.2.02,6 ]undec-8-ene-3,5-dione are reduced with 8 g of LiAlH4 as described under Z 1-B and the mixture is worked up accordingly.